From a dataset of the Open Reaction Database (ORD), a public repository of structured organic reaction records. describe an organic reaction: reactants, conditions, products, and yield The reactants are ClC=1C=C2C(=NC1)C=CC1=C(C2=O)C=C(C=C1)CS(=O)(=O)N(C)C (1-(3-Chloro-5-oxo-5H-benzo[4,5]cyclohepta[1,2-b]pyridin-7-yl)-N,N-dimethylmethanesulfonamide), [F-].[K+] (potassium fluoride), CN1N=CC(=C1)B1OC(C(O1)(C)C)(C)C (1-methyl-4-(4,4,5,5-tetramethyl-1,3,2-dioxaborolan-2-yl)-1H pyrazole), F[B-](F)(F)F.C(C)(C)(C)[PH+](C(C)(C)C)C(C)(C)C (tri-t-butylphosphonium tetrafluoroborate). Reagents/catalysts: C=1C=CC(=CC1)/C=C/C(=O)/C=C/C2=CC=CC=C2.C=1C=CC(=CC1)/C=C/C(=O)/C=C/C2=CC=CC=C2.C=1C=CC(=CC1)/C=C/C(=O)/C=C/C2=CC=CC=C2.[Pd].[Pd] (Pd2(dba)3). Solvent: CN(C)C=O (DMF). Reaction conditions: temperature 130 celsius, time 1 hour. Yields the product CN(S(=O)(=O)CC=1C=CC2=C(C(C=3C(=NC=C(C3)C=3C=NN(C3)C)C=C2)=O)C1)C (N,N-Dimethyl-1-[3-(1-methyl-1H-pyrazol-4-yl)-5-oxo-5H-benzo[4,5]cyclohepta[1,2-b]pyridin-7-yl]methanesulfonamide). As a reaction SMILES: Cl[C:2]1[CH:3]=[C:4]2[C:12](=[O:13])[C:11]3[CH:14]=[C:15]([CH2:18][S:19]([N:22]([CH3:24])[CH3:23])(=[O:21])=[O:20])[CH:16]=[CH:17][C:10]=3[CH:9]=[CH:8][C:5]2=[N:6][CH:7]=1.[CH3:25][N:26]1[CH:30]=[C:29](B2OC(C)(C)C(C)(C)O2)[CH:28]=[N:27]1.F[B-](F)(F)F.C([PH+](C(C)(C)C)C(C)(C)C)(C)(C)C.[F-].[K+]>C1C=CC(/C=C/C(/C=C/C2C=CC=CC=2)=O)=CC=1.C1C=CC(/C=C/C(/C=C/C2C=CC=CC=2)=O)=CC=1.C1C=CC(/C=C/C(/C=C/C2C=CC=CC=2)=O)=CC=1.[Pd].[Pd].CN(C=O)C>[CH3:23][N:22]([CH3:24])[S:19]([CH2:18][C:15]1[CH:16]=[CH:17][C:10]2[CH:9]=[CH:8][C:5]3=[N:6][CH:7]=[C:2]([C:29]4[CH:28]=[N:27][N:26]([CH3:25])[CH:30]=4)[CH:3]=[C:4]3[C:12](=[O:13])[C:11]=2[CH:14]=1)(=[O:21])=[O:20] |f:2.3,4.5,6.7.8.9.10|. Procedure: 1-(3-Chloro-5-oxo-5H-benzo[4,5]cyclohepta[1,2-b]pyridin-7-yl)-N,N-dimethylmethanesulfonamide (1.44 g, 3.97 mmol), 1-methyl-4-(4,4,5,5-tetramethyl-1,3,2-dioxaborolan-2-yl)-1H pyrazole (1.239 g, 5.95 mmol), tri-t-butylphosphonium tetrafluoroborate (0.104 g, 0.357 mmol), Pd2(dba)3 (0.145 g, 0.159 mmol), and potassium fluoride (0.761 g, 13.10 mmol) were combined as solids and then placed under a nitrogen atmosphere. DMF (39.7 ml) was added and the resulting suspension was heated to 130° C. and left ...